This data is from the Open Reaction Database (ORD), a public repository of structured organic reaction records. The task is: describe an organic reaction: reactants, conditions, products, and yield Starting materials: CC(=O)OCc1nc2cc3c(cc2c(=O)n1COC(=O)C(C)(C)C)C(=O)CC3, CO, CC(C)(C)OC(=O)c1ccc(N)cc1. The product is CC(=O)OCc1nc2cc3c(cc2c(=O)n1COC(=O)C(C)(C)C)C(Nc1ccc(C(=O)OC(C)(C)C)cc1)CC3. RXN SMILES: [C:1]([CH3:2])(=[O:3])[O:4][CH2:5][c:6]1[n:7][c:8]2[cH:9][c:10]3[c:11]([cH:12][c:13]2[c:14](=[O:24])[n:15]1[CH2:16][O:17][C:18]([C:19]([CH3:20])([CH3:21])[CH3:22])=[O:23])[C:25](=[O:28])[CH2:26][CH2:27]3.[CH3:43][OH:44].[NH2:29][c:30]1[cH:31][cH:32][c:33]([C:34](=[O:35])[O:36][C:37]([CH3:38])([CH3:39])[CH3:40])[cH:41][cH:42]1>>[C:1]([CH3:2])(=[O:3])[O:4][CH2:5][c:6]1[n:7][c:8]2[cH:9][c:10]3[c:11]([cH:12][c:13]2[c:14](=[O:24])[n:15]1[CH2:16][O:17][C:18]([C:19]([CH3:20])([CH3:21])[CH3:22])=[O:23])[CH:25]([NH:29][c:30]1[cH:31][cH:32][c:33]([C:34](=[O:35])[O:36][C:37]([CH3:38])([CH3:39])[CH3:40])[cH:41][cH:42]1)[CH2:26][CH2:27]3. Starting materials: C12(CC3CC(CC(C1)C3)C2)NC2=C(C=CC=C2)[N+](=O)[O-] (N-Adamantan-1-yl-2-nitro-phenylamine), intermediate 10. The reagents and catalysts are [Pt] (platinum on carbon). The solvent is C(C)(=O)OCC (ethyl acetate). Yields the product C12(CC3CC(CC(C1)C3)C2)NC=2C(=CC=CC2)N (N-Adamantan-1-yl-benzene-1,2-diamine). Yield: 64.6%. As a reaction SMILES: [C:1]12([NH:11][C:12]3[CH:17]=[CH:16][CH:15]=[CH:14][C:13]=3[N+:18]([O-])=O)[CH2:10][CH:5]3[CH2:6][CH:7]([CH2:9][CH:3]([CH2:4]3)[CH2:2]1)[CH2:8]2>C(OCC)(=O)C.[Pt]>[C:1]12([NH:11][C:12]3[C:13]([NH2:18])=[CH:14][CH:15]=[CH:16][CH:17]=3)[CH2:2][CH:3]3[CH2:9][CH:7]([CH2:6][CH:5]([CH2:4]3)[CH2:10]1)[CH2:8]2. Reported procedure: A solution of N-Adamantan-1-yl-2-nitro-phenylamine (6 g) prepared as in intermediate 10 in ethyl acetate (120 ml) was hydrogenated at 23° and 1 atm. pressure over 5% platinum on carbon (600 mg) for 2 h. The catalyst was removed by filtration through hyflo and the filtrate evaporated to give a brown solid. This was adsorbed onto silica and chromatographed with hexane-EA (20:3) as eluent to give the title compound (3.45 g) as cream crystals, m.p. -69°-71°.